Task: describe an organic reaction: reactants, conditions, products, and yield. Dataset: the Open Reaction Database (ORD), a public repository of structured organic reaction records Starting materials: CCOC(=O)C(CCc1ccccc1)NC(C)C(=O)C1NC(C(=O)O)Cc2ccccc21, Cl, [Na+], C1COCCO1, [OH-], O. Yields the product CC(NC(CCc1ccccc1)C(=O)O)C(=O)C1NC(C(=O)O)Cc2ccccc21. Reaction SMILES: [C:1](=[O:2])([O:3][CH2:4][CH3:5])[CH:6]([CH2:7][CH2:8][c:9]1[cH:10][cH:11][cH:12][cH:13][cH:14]1)[NH:15][CH:16]([CH3:17])[C:18](=[O:19])[CH:20]1[NH:21][CH:22]([C:30](=[O:31])[OH:32])[CH2:23][c:24]2[cH:25][cH:26][cH:27][cH:28][c:29]21.[ClH:35].[Na+:34].[O:37]1[CH2:38][CH2:39][O:40][CH2:41][CH2:42]1.[OH-:33].[OH2:36]>>[C:1](=[O:2])([OH:3])[CH:6]([CH2:7][CH2:8][c:9]1[cH:10][cH:11][cH:12][cH:13][cH:14]1)[NH:15][CH:16]([CH3:17])[C:18](=[O:19])[CH:20]1[NH:21][CH:22]([C:30](=[O:31])[OH:32])[CH2:23][c:24]2[cH:25][cH:26][cH:27][cH:28][c:29]21. Reaction SMILES: [CH2:14]([CH:15]=[CH2:16])[Br:17].[CH3:18][N:19]([CH3:20])[CH:21]=[O:22].[H-:1].[Na+:2].[OH:3][c:4]1[cH:5][c:6]2[cH:7][cH:8][cH:9][n:10][c:11]2[cH:12][cH:13]1>>[O:3]([c:4]1[cH:5][c:6]2[cH:7][cH:8][cH:9][n:10][c:11]2[cH:12][cH:13]1)[CH2:16][CH:15]=[CH2:14]. Yields the product C=CCOc1ccc2ncccc2c1. The reactants are C=CCBr, CN(C)C=O, [H-], [Na+], Oc1ccc2ncccc2c1. Reactants: O=S1(N(CCC1)C1=CC(=C(C(=O)O)C=C1)S(=O)(=O)C)=O (4-(1,1-dioxo-1λ6-isothiazolidin-2-yl)-2-methanesulfonylbenzoic acid), Cl.C1(CC1)C=1C(=NC=C(C1)C)N1CCNCC1 (1-(3-cyclopropyl-5-methylpyridin-2-yl)piperazine hydrochloride). Product: C1(CC1)C=1C(=NC=C(C1)C)N1CCN(CC1)C(=O)C1=C(C=C(C=C1)N1S(CCC1)(=O)=O)S(=O)(=O)C ([4-(3-cyclopropyl-5-methylpyridin-2-yl)piperazin-1-yl][4-(1,1-dioxo-1λ6-isothiazolidin-2-yl)-2-methanesulfonylphenyl]methanone). Yield: 69.5%. As a reaction SMILES: [O:1]=[S:2]1(=[O:20])[CH2:6][CH2:5][CH2:4][N:3]1[C:7]1[CH:15]=[CH:14][C:10]([C:11]([OH:13])=O)=[C:9]([S:16]([CH3:19])(=[O:18])=[O:17])[CH:8]=1.Cl.[CH:22]1([C:25]2[C:26]([N:32]3[CH2:37][CH2:36][NH:35][CH2:34][CH2:33]3)=[N:27][CH:28]=[C:29]([CH3:31])[CH:30]=2)[CH2:24][CH2:23]1>>[CH:22]1([C:25]2[C:26]([N:32]3[CH2:37][CH2:36][N:35]([C:11]([C:10]4[CH:14]=[CH:15][C:7]([N:3]5[CH2:4][CH2:5][CH2:6][S:2]5(=[O:1])=[O:20])=[CH:8][C:9]=4[S:16]([CH3:19])(=[O:18])=[O:17])=[O:13])[CH2:34][CH2:33]3)=[N:27][CH:28]=[C:29]([CH3:31])[CH:30]=2)[CH2:23][CH2:24]1 |f:1.2|. Procedure details: Using 4-(1,1-dioxo-1λ6-isothiazolidin-2-yl)-2-methanesulfonylbenzoic acid (319 mg) described in Preparation Example 22 and 1-(3-cyclopropyl-5-methylpyridin-2-yl)piperazine hydrochloride (254 mg) described in Preparation Example 85 and by the reaction and treatment in the same manner as in Example 86, the title compound (360 mg) was obtained.